From a dataset of the Open Reaction Database (ORD), a public repository of structured organic reaction records. describe an organic reaction: reactants, conditions, products, and yield Starting materials: C(C)OC(/C(=C/C(\C=C\C1=C(C=C(C=C1)Cl)F)=O)/N)=O ((2Z,5E)-2-amino-6-(4-chloro-2-fluorophenyl)-4-oxo-hexa-2,5-dienoic acid ethyl ester). The product is C(C)OC(=O)C=1NC(CC(C1)=O)C1=C(C=C(C=C1)Cl)F (6-(4-chloro-2-fluorophenyl)-4-oxo-1,4,5,6-tetrahydropyridine-2-carboxylic acid ethyl ester). Procedure: Using the procedure of Example 5, (2Z,5E)-2-amino-6-(4-chloro-2-fluoro-phenyl)-4-oxo-hexa-2,5-dienoic acid ethyl ester (7; 88 g, 0.296 mol) in 1,4-dioxane (880 mL) in a 2 liter Parr reactor gave, following purification by silica gel chromatography eluting with 40% EtOAc/hexanes, 6-(4-chloro-2-fluorophenyl)-4-oxo-1,4,5,6-tetrahydropyridine-2-carboxylic acid ethyl ester (11; 43 g, 49%, 96% pure by HPLC) as a tan solid. The solvent is O1CCOCC1 (1,4-dioxane). As a reaction SMILES: [CH2:1]([O:3][C:4](=[O:20])/[C:5](/[NH2:19])=[CH:6]/[C:7](=[O:18])/[CH:8]=[CH:9]/[C:10]1[CH:15]=[CH:14][C:13]([Cl:16])=[CH:12][C:11]=1[F:17])[CH3:2]>O1CCOCC1>[CH2:1]([O:3][C:4]([C:5]1[NH:19][CH:9]([C:10]2[CH:15]=[CH:14][C:13]([Cl:16])=[CH:12][C:11]=2[F:17])[CH2:8][C:7](=[O:18])[CH:6]=1)=[O:20])[CH3:2]. Conditions: temperature 110 celsius. The yield is 78.0%. Solvent: C(C)(=O)O (acetic acid). Reaction SMILES: [N+:1]([C:4]1[CH:5]=[CH:6][C:7]([F:11])=[C:8]([CH:10]=1)[NH2:9])([O-:3])=[O:2].CO[CH:14]1[CH2:18][CH2:17][CH:16](OC)O1>C(O)(=O)C>[F:11][C:7]1[CH:6]=[CH:5][C:4]([N+:1]([O-:3])=[O:2])=[CH:10][C:8]=1[N:9]1[CH:14]=[CH:18][CH:17]=[CH:16]1. Product: FC1=C(C=C(C=C1)[N+](=O)[O-])N1C=CC=C1 (1-(2-fluoro-5-nitrophenyl)-1H-pyrrole). Procedure details: 5-Nitro-2-fluoroaniline (7.0 g, 44.8 mmol) was taken up in acetic acid (60 mL) in a 250 mL round bottomed flask and treated with 2,5-dimethoxytetrahydrofuran (6.3 mL, 49.8 mmol). The resulting mixture was heated to 110° C. for 4 hours. TLC analysis indicated complete conversion of starting material to product after 4 hours. Thus, the reaction mixture was cooled to ambient temperature, transferred to a separatory funnel and partitioned (CH2Cl2//H2O). The organic phase was washed with H2O (3×50 mL... Starting materials: [N+](=O)([O-])C=1C=CC(=C(N)C1)F (5-Nitro-2-fluoroaniline), COC1OC(CC1)OC (2,5-dimethoxytetrahydrofuran). Starting materials: BrCC(=O)N(C=1C=NC(=CC1)OC)C(C)C (2-bromo-N-isopropyl-N-(6-methoxy-pyridin-3-yl)-acetamide), 1(B), C1(CCCCC1)C1=NN=C2CC(NC3=C(N12)C=CC=C3)=O (1-cyclohexyl-4H,6H-2,3,6,10b-tetraaza-benzo[e]azulen-5-one), 4(B), [H-].[Na+] (NaH). Run in O (water), CN(C)C=O (DMF), CN(C)C=O (DMF). Run at temperature 0 celsius, time 30 minute. Yields the product C1(CCCCC1)C1=NN=C2CC(N(C3=C(N12)C=CC=C3)CC(=O)N(C=3C=NC(=CC3)OC)C(C)C)=O (2-(1-cyclohexyl-5-oxo-4,5-dihydro-2,3,6,10b-tetraaza-benzo[e]azulen-6-yl)-N-isopropyl-N-(6-methoxy-pyridin-3-yl)-acetamide). Reaction SMILES: [CH:1]1([C:7]2[N:16]3[C:10]([CH2:11][C:12](=[O:21])[NH:13][C:14]4[CH:20]=[CH:19][CH:18]=[CH:17][C:15]=43)=[N:9][N:8]=2)[CH2:6][CH2:5][CH2:4][CH2:3][CH2:2]1.[H-].[Na+].Br[CH2:25][C:26]([N:28]([CH:37]([CH3:39])[CH3:38])[C:29]1[CH:30]=[N:31][C:32]([O:35][CH3:36])=[CH:33][CH:34]=1)=[O:27]>CN(C=O)C.O>[CH:1]1([C:7]2[N:16]3[C:10]([CH2:11][C:12](=[O:21])[N:13]([CH2:25][C:26]([N:28]([CH:37]([CH3:39])[CH3:38])[C:29]4[CH:30]=[N:31][C:32]([O:35][CH3:36])=[CH:33][CH:34]=4)=[O:27])[C:14]4[CH:20]=[CH:19][CH:18]=[CH:17][C:15]=43)=[N:9][N:8]=2)[CH2:2][CH2:3][CH2:4][CH2:5][CH2:6]1 |f:1.2|. Procedure details: To a solution of 1-cyclohexyl-4H,6H-2,3,6,10b-tetraaza-benzo[e]azulen-5-one (Preparation 4(B) (100 mg, 0.354 mmol) in DMF (10 mL) at 0° C. was added NaH (60% in oil, 15 mg, 0.372 mmol). The reaction was stirred at 0° C. for 30 minutes, was cooled to −10C and 2-bromo-N-isopropyl-N-(6-methoxy-pyridin-3-yl)-acetamide (Preparation 1(B) (107 mg, 0.372 mmol) in DMF (1 mL) was added. The reaction was stirred at room temperature for 24 h and was diluted with water. The aqueous solution was washed with E... Reactants: CC#N, CCN(C(C)C)C(C)C, CC(C)(C)OC(=O)NCCN(Cc1ccc(Cl)cc1)C(=O)N1CCNCC1, CC1CCc2ncnc(Cl)c21, O. Product: CC1CCc2ncnc(N3CCN(C(=O)N(CCNC(=O)OC(C)(C)C)Cc4ccc(Cl)cc4)CC3)c21. RXN SMILES: [CH3:48][C:49]#[N:50].[CH:39]([N:40]([CH2:41][CH3:42])[CH:43]([CH3:44])[CH3:45])([CH3:46])[CH3:47].[Cl:12][c:13]1[cH:14][cH:15][c:16]([CH2:17][N:18]([C:19](=[O:20])[N:21]2[CH2:22][CH2:23][NH:24][CH2:25][CH2:26]2)[CH2:27][CH2:28][NH:29][C:30]([O:31][C:32]([CH3:33])([CH3:34])[CH3:35])=[O:36])[cH:37][cH:38]1.[Cl:1][c:2]1[c:3]2[c:4]([n:5][cH:6][n:7]1)[CH2:8][CH2:9][CH:10]2[CH3:11].[OH2:51]>>[c:2]1([N:24]2[CH2:23][CH2:22][N:21]([C:19]([N:18]([CH2:17][c:16]3[cH:15][cH:14][c:13]([Cl:12])[cH:38][cH:37]3)[CH2:27][CH2:28][NH:29][C:30]([O:31][C:32]([CH3:33])([CH3:34])[CH3:35])=[O:36])=[O:20])[CH2:26][CH2:25]2)[c:3]2[c:4]([n:5][cH:6][n:7]1)[CH2:8][CH2:9][CH:10]2[CH3:11]. The reactants are C(C)(C)(C)OC([C@@H](NC(=O)OCC1=CC=CC=C1)CC1=CC=C(C=C1)O)=O (N-benzyloxycarbonyl-L-tyrosine tert-butyl ester), C([O-])([O-])=O.[Cs+].[Cs+] (cesium carbonate), BrCCCC(=O)OCC (ethyl 4-bromo-butyrate). The solvent is CC(=O)C (acetone). Yields the product C(C1=CC=CC=C1)OC(=O)N[C@H](C(=O)OC(C)(C)C)CC1=CC=C(C=C1)OCCCC(=O)OCC (tert-Butyl (2S)-2-Benzyloxycarbonylamino-3-(4-(3-ethoxycarbonylpropyloxy)phenyl)propionate). RXN SMILES: [C:1]([O:5][C:6](=[O:27])[C@H:7]([CH2:19][C:20]1[CH:25]=[CH:24][C:23]([OH:26])=[CH:22][CH:21]=1)[NH:8][C:9]([O:11][CH2:12][C:13]1[CH:18]=[CH:17][CH:16]=[CH:15][CH:14]=1)=[O:10])([CH3:4])([CH3:3])[CH3:2].C(=O)([O-])[O-].[Cs+].[Cs+].Br[CH2:35][CH2:36][CH2:37][C:38]([O:40][CH2:41][CH3:42])=[O:39]>CC(C)=O>[CH2:12]([O:11][C:9]([NH:8][C@@H:7]([CH2:19][C:20]1[CH:21]=[CH:22][C:23]([O:26][CH2:35][CH2:36][CH2:37][C:38]([O:40][CH2:41][CH3:42])=[O:39])=[CH:24][CH:25]=1)[C:6]([O:5][C:1]([CH3:4])([CH3:2])[CH3:3])=[O:27])=[O:10])[C:13]1[CH:18]=[CH:17][CH:16]=[CH:15][CH:14]=1 |f:1.2.3|. Procedure details: 7.42 g (0.02 mol) of N-benzyloxycarbonyl-L-tyrosine tert-butyl ester were refluxed for 6 h together with 9.77 g(0.03 mol) of cesium carbonate and 3.9 g (0.02 mol) of ethyl 4-bromo-butyrate in about 60 ml of acetone. After cooling the reaction mixture, the solvent was removed in vacuo. The residue was partitioned between ethyl acetate and water (1/1). After separation of the phases, the organic phase was washed two times each with water and saturated sodium chloride solution, dried over sodium su... Reactants: C(C)(C)N(C(C)C)CC (N,N-Diisopropylethylamine), C(C)N (ethylamine), CN(C=O)C (Dimethylformamide), S(=O)(Cl)Cl (thionyl chloride), BrCCCCC(=O)O (5-bromovaleric acid). Solvent: C1(=CC=CC=C1)C (toluene). Reaction conditions: temperature 50 celsius, time 4 hour. Product: BrCCCCC(=O)NCC (5-Bromo-N-ethylpentanamide), oil. The yield is 88.0%. RXN SMILES: CN(C)C=O.S(Cl)(Cl)=O.[Br:10][CH2:11][CH2:12][CH2:13][CH2:14][C:15]([OH:17])=O.[CH:18]([N:21](CC)C(C)C)(C)[CH3:19].C(N)C>C1(C)C=CC=CC=1>[Br:10][CH2:11][CH2:12][CH2:13][CH2:14][C:15]([NH:21][CH2:18][CH3:19])=[O:17]. Procedure details: Dimethylformamide (116 μL, 1.5 mmol, 0.1 eq.) and thionyl chloride (1.63 ml, 22.5 mmol, 1.5 eq.) were added to a solution of 5-bromovaleric acid (2.71 g, 15 mmol, 1 eq.) in toluene (20 ml) and the reaction mixture was stirred at 50° C. for 4 h. The volatiles were removed under high vacuum, THF (130 ml) was added and the mixture was cooled to 0° C. N,N-Diisopropylethylamine (4.2 ml, 24 mmol, 1.6 eq.) and ethylamine (2 M solution in THF, 9.0 ml, 18 mmol, 1.2 eq.) were added dropwise. The reaction ...